From a dataset of the Open Reaction Database (ORD), a public repository of structured organic reaction records. describe an organic reaction: reactants, conditions, products, and yield The reactants are [Li+].[OH-] (LiOH), C(C)OC(C[C@H](NC(=O)[C@H]1CN(CCC1)C(\C=C\C1CCN(CC1)C(=O)OC(C)(C)C)=O)C#C)=O (N-[(R)-1-[3-(1-tert-butoxycarbonyl-4-piperidyl)-(E)-acryloyl]-3-piperidylcarbonyl]-3(S)-ethynyl-β-alanine ethyl ester), CCO (EtOH). The solvent is O (H2O), O1CCCC1 (tetrahydrofuran). Run at time 3 hour. Product: C(C)(C)(C)OC(=O)N1CCC(CC1)/C=C/C(=O)N1C[C@@H](CCC1)C(=O)N[C@@H](CC(=O)O)C#C (N-[(R)-1-[3-(1-tert-butoxycarbonyl-4-piperidyl)-(E)-acryloyl]-3-piperidylcarbonyl]-3(S)-ethynyl-β-alanine). Yield: 97.4%. As a reaction SMILES: [Li+].[OH-].C([O:5][C:6](=[O:37])[CH2:7][C@@H:8]([C:35]#[CH:36])[NH:9][C:10]([C@@H:12]1[CH2:17][CH2:16][CH2:15][N:14]([C:18](=[O:34])/[CH:19]=[CH:20]/[CH:21]2[CH2:26][CH2:25][N:24]([C:27]([O:29][C:30]([CH3:33])([CH3:32])[CH3:31])=[O:28])[CH2:23][CH2:22]2)[CH2:13]1)=[O:11])C.CCO>O.O1CCCC1>[C:30]([O:29][C:27]([N:24]1[CH2:23][CH2:22][CH:21](/[CH:20]=[CH:19]/[C:18]([N:14]2[CH2:15][CH2:16][CH2:17][C@@H:12]([C:10]([NH:9][C@H:8]([C:35]#[CH:36])[CH2:7][C:6]([OH:37])=[O:5])=[O:11])[CH2:13]2)=[O:34])[CH2:26][CH2:25]1)=[O:28])([CH3:31])([CH3:33])[CH3:32] |f:0.1|. Procedure: A solution of LiOH (79 mg) in H2O (10 ml) was added to a solution of N-[(R)-1-[3-(1-tert-butoxycarbonyl-4-piperidyl)-(E)-acryloyl]-3-piperidylcarbonyl]-3(S)-ethynyl-β-alanine ethyl ester (1.34 g) in tetrahydrofuran (10 ml)-EtOH (10 ml) at 0° C. The reaction mixture was stirred for 3 hours at the same condition, and the solvent was evaporated in vacuo. The residue was resolved in ethyl acetate-water, and acidified with 10% aq. KHSO4. The whole was washed with water, brine, dried over MgSO4, and e... Starting materials: ClC1=C(C=CC=C1)N1C(=NC2=C(C1=O)C=C(S2)S(=O)(=O)Cl)C (3,4-dihydro-3-(2-chlorophenyl)-6-chlorosulfonyl-2-methyl-4-oxothieno[2,3-d]pyrimidine), ClCCl (dichloromethane), CN1CCNCC1 (N-methylpiperazine). Procedure details: To 5.0 g of 3,4-dihydro-3-(2-chlorophenyl)-6-chlorosulfonyl-2-methyl-4-oxothieno[2,3-d]pyrimidine were added 80 ml of dichloromethane, 4.5 ml of triethylamine and 1.4 g of N-methylpiperazine, and the mixture was stirred at room temperature for 20 minutes. After the reaction mixture was washed with water, isopropyl alcohol saturated with hydrochloric acid gas was added to the concentrated residue to convert it into hydrochloride, which was recrystallized from methanol to afford 3.2 g of the title... Conditions: time 20 minute. Reaction SMILES: [Cl:1][C:2]1[CH:7]=[CH:6][CH:5]=[CH:4][C:3]=1[N:8]1[C:13](=[O:14])[C:12]2[CH:15]=[C:16]([S:18](Cl)(=[O:20])=[O:19])[S:17][C:11]=2[N:10]=[C:9]1[CH3:22].ClCCl.[CH3:26][N:27]1[CH2:32][CH2:31][NH:30][CH2:29][CH2:28]1>C(N(CC)CC)C>[ClH:1].[Cl:1][C:2]1[CH:7]=[CH:6][CH:5]=[CH:4][C:3]=1[N:8]1[C:13](=[O:14])[C:12]2[CH:15]=[C:16]([S:18]([N:30]3[CH2:31][CH2:32][N:27]([CH3:26])[CH2:28][CH2:29]3)(=[O:20])=[O:19])[S:17][C:11]=2[N:10]=[C:9]1[CH3:22] |f:4.5|. Product: Cl.ClC1=C(C=CC=C1)N1C(=NC2=C(C1=O)C=C(S2)S(=O)(=O)N2CCN(CC2)C)C (3,4-Dihydro-3-(2-chlorophenyl)-2-methyl-6-(4-methyl-1-piperazinyl)sulfonyl-4-oxothieno[2,3-d]pyrimidine.hydrochloride). Yield: 101.0%. Solvent: C(C)N(CC)CC (triethylamine). The reactants are Nc1c(C(=O)O)cc(Br)c2c1C(=O)c1ccccc1C2=O, [Na+], [OH-], O. Product: Nc1ccc(Br)c2c1C(=O)c1ccccc1C2=O. As a reaction SMILES: [NH2:1][c:2]1[c:3]([C:19]([OH:20])=[O:21])[cH:4][c:5]([Br:18])[c:6]2[c:15]1[C:14](=[O:16])[c:13]1[c:8]([cH:9][cH:10][cH:11][cH:12]1)[C:7]2=[O:17].[Na+:23].[OH-:22].[OH2:24]>>[NH2:1][c:2]1[cH:3][cH:4][c:5]([Br:18])[c:6]2[c:15]1[C:14](=[O:16])[c:13]1[c:8]([cH:9][cH:10][cH:11][cH:12]1)[C:7]2=[O:17].